Task: describe an organic reaction: reactants, conditions, products, and yield. Dataset: the Open Reaction Database (ORD), a public repository of structured organic reaction records The reactants are N(=[N+]=[N-])[C@@H](CO[Si](C)(C)C(C)(C)C)CCOC1=CC=C(C=C1)OC ({[(2R)-2-azido-4-(4-methoxyphenoxy)butyl]oxy}(tert-butyl)dimethylsilane), ClC=1C(C(=C(C(C1Cl)=O)C#N)C#N)=O (DDQ). Solvent: C(Cl)Cl.O (DCM water). Product: N[C@H](CCO)CO[Si](C)(C)C(C)(C)C ((3R)-3-amino-4-{[tert-butyl(dimethyl)silyl]oxy}butan-1-ol), N(=[N+]=[N-])[C@H](CCO)CO[Si](C)(C)C(C)(C)C ((3R)-3-azido-4-{[tert-butyl(dimethyl)silyl]oxy}butan-1-ol). Reaction SMILES: [N:1]([C@H:4]([CH2:14][CH2:15][O:16]C1C=CC(OC)=CC=1)[CH2:5][O:6][Si:7]([C:10]([CH3:13])([CH3:12])[CH3:11])([CH3:9])[CH3:8])=[N+:2]=[N-:3].ClC1C(=O)C(C#N)=C(C#N)C(=O)C=1Cl>C(Cl)Cl.O>[NH2:1][C@@H:4]([CH2:5][O:6][Si:7]([C:10]([CH3:13])([CH3:12])[CH3:11])([CH3:9])[CH3:8])[CH2:14][CH2:15][OH:16].[N:1]([C@@H:4]([CH2:5][O:6][Si:7]([C:10]([CH3:13])([CH3:12])[CH3:11])([CH3:9])[CH3:8])[CH2:14][CH2:15][OH:16])=[N+:2]=[N-:3] |f:2.3|. Reported procedure: To a solution of {[(2R)-2-azido-4-(4-methoxyphenoxy)butyl]oxy}(tert-butyl)dimethylsilane (4.7 g, 12.86 mmol) in 19:1 DCM/water at 0° C. was added DDQ (2,3-Dichloro-5,6-dicyano-1,4-benzoquinone) (3.5 g, 15.43 mmol, 1.2 eq) and the mixture was stirred (from 0° C. to rt) until all starting material disappeared as indicated by TLC (thin layer chromatography) analysis. Most DCM was then removed in vacuo and the residue was dissolved in ethyl acetate. The ethyl acetate solution was washed with water a... The reactants are O=c1ccccn1C(=S)n1ccccc1=O, COc1cc(N)ccc1-c1nc(C)no1, ClCCl. The product is COc1cc(N=C=S)ccc1-c1nc(C)no1. Reaction SMILES: [C:16](=[S:17])([n:18]1[cH:19][cH:20][cH:21][cH:22][c:23]1=[O:24])[n:25]1[cH:26][cH:27][cH:28][cH:29][c:30]1=[O:31].[CH3:1][O:2][c:3]1[cH:4][c:5]([NH2:6])[cH:7][cH:8][c:9]1-[c:10]1[n:11][c:12]([CH3:15])[n:13][o:14]1.[Cl:32][CH2:33][Cl:34]>>[CH3:1][O:2][c:3]1[cH:4][c:5]([N:6]=[C:16]=[S:17])[cH:7][cH:8][c:9]1-[c:10]1[n:11][c:12]([CH3:15])[n:13][o:14]1. Starting materials: C(#N)C1(CC1)NC(=O)[C@H]1[C@@H](C[C@@H](C1)S(=O)(=O)C1=C(C=C(C=C1)Br)Cl)C(=O)N1CC(CC1)(F)F ((1R,2R,4R)-4-(2-Chloro-4-bromo-benzenesulfonyl)-2-(3,3-difluoro-pyrrolidine-1-carbonyl)-cyclopentanecarboxylic acid (1-cyano-cyclopropyl)-amide), N1=C(C=C(C=C1)B(O)O)C (2-picoline-4-boronic acid), yellow solid. The product is C(#N)C1(CC1)NC(=O)[C@H]1[C@@H](C[C@@H](C1)S(=O)(=O)C1=C(C=C(C=C1)C1=CC(=NC=C1)C)Cl)C(=O)N1CC(CC1)(F)F ((1R,2R,4R)-4-[2-Chloro-4-(2-methyl-pyridin-4-yl)-benzenesulfonyl]-2-(3,3-difluoro-pyrrolidine-1-carbonyl)-cyclopentanecarboxylic acid (1-cyano-cyclopropyl)-amide). Reaction SMILES: [C:1]([C:3]1([NH:6][C:7]([C@@H:9]2[CH2:13][C@@H:12]([S:14]([C:17]3[CH:22]=[CH:21][C:20](Br)=[CH:19][C:18]=3[Cl:24])(=[O:16])=[O:15])[CH2:11][C@H:10]2[C:25]([N:27]2[CH2:31][CH2:30][C:29]([F:33])([F:32])[CH2:28]2)=[O:26])=[O:8])[CH2:5][CH2:4]1)#[N:2].[N:34]1[CH:39]=[CH:38][C:37](B(O)O)=[CH:36][C:35]=1[CH3:43]>>[C:1]([C:3]1([NH:6][C:7]([C@@H:9]2[CH2:13][C@@H:12]([S:14]([C:17]3[CH:22]=[CH:21][C:20]([C:37]4[CH:38]=[CH:39][N:34]=[C:35]([CH3:43])[CH:36]=4)=[CH:19][C:18]=3[Cl:24])(=[O:16])=[O:15])[CH2:11][C@H:10]2[C:25]([N:27]2[CH2:31][CH2:30][C:29]([F:33])([F:32])[CH2:28]2)=[O:26])=[O:8])[CH2:5][CH2:4]1)#[N:2]. Reported procedure: The title compound was prepared in analogy to example 196 using (1R,2R,4R)-4-(2-chloro-4-bromo-benzenesulfonyl)-2-(3,3-difluoro-pyrrolidine-1-carbonyl)-cyclopentanecarboxylic acid (1-cyano-cyclopropyl)-amide (Example 187 step 4) and 2-picoline-4-boronic acid. Light yellow solid (59%). MS (EI): 577.1 (M+H)+. Reactants: C=C (ethylene), C=C (ethylene), [Al+3].C(C)P([O-])(=O)CC.C(C)P([O-])(=O)CC.C(C)P([O-])(=O)CC (diethylphosphinic acid aluminum(III) salt), O.[PH2](=O)[O-].[Na+] (sodium hypophosphite monohydrate), S(O)(O)(=O)=O (sulfuric acid), C=C (ethylene), C(=O)([O-])[O-].C(=O)([O-])[O-].OO.OO.OO.[Na+].[Na+].[Na+].[Na+] (sodium percarbonate), [Al] (aluminum), aqueous solution, Al2(SO4)3.14H2O, steel, C(=O)([O-])[O-].C(=O)([O-])[O-].OO.OO.OO.[Na+].[Na+].[Na+].[Na+] (sodium percarbonate). The solvent is O (water), O (water). Run at temperature 100 celsius. Yields the product [Al+3].C(C)P([O-])[O-].C(C)P([O-])[O-].C(C)P([O-])[O-].[Al+3] (ethylphosphonous acid aluminum(III) salt). The yield is 95.0%. Reaction SMILES: O.[PH2]([O-])=O.[Na+].S(=O)(=O)(O)O.C=C.C([O-])([O-])=O.C([O-])([O-])=O.OO.OO.OO.[Na+].[Na+].[Na+].[Na+].[Al:31].[Al+3].[CH2:33]([P:35](CC)(=[O:37])[O-:36])[CH3:34].[CH2:40]([P:42](CC)(=[O:44])[O-:43])[CH3:41].[CH2:47]([P:49](CC)(=[O:51])[O-:50])[CH3:48]>O>[Al+3:31].[CH2:33]([P:35]([O-:37])[O-:36])[CH3:34].[CH2:40]([P:42]([O-:44])[O-:43])[CH3:41].[CH2:47]([P:49]([O-:51])[O-:50])[CH3:48].[Al+3:31] |f:0.1.2,5.6.7.8.9.10.11.12.13,15.16.17.18,20.21.22.23.24|. Procedure details: 1500 g (14 mol) of sodium hypophosphite monohydrate and 14 g of concentrated sulfuric acid are dissolved in 7.5 kg of water and initially charged in a 16 l steel-enamel jacketed pressure reactor. After heating the reaction mixture to 100° C., a reducing valve set to 6 bar is used to introduce ethylene into the reactor up to saturation. While stirring constantly at an ethylene pressure of 6 bar and a temperature of 100-110° C., a solution of 22 g (1 mol %) of sodium percarbonate in 300 g of water... Reactants: COC1=CC=C(C=C1)C=NC1=CC=CC=C1 (N-[(4-methoxyphenyl)methylene]benzenamine). Run in CO (MeOH). Product: COC1=CC=C(C=C1)C#CC1=CC=CC=C1 (1-Methoxy-4-(phenylethynyl)benzene). The yield is 67.0%. As a reaction SMILES: [CH3:1][O:2][C:3]1[CH:8]=[CH:7][C:6]([CH:9]=NC2C=CC=CC=2)=[CH:5][CH:4]=1>CO>[CH3:1][O:2][C:3]1[CH:4]=[CH:5][C:6]([C:9]#[C:9][C:6]2[CH:7]=[CH:8][CH:3]=[CH:4][CH:5]=2)=[CH:7][CH:8]=1. Reported procedure: Procedure similar to that of Example 16 using [phenylmethyl]-1Hbenzotriazole (10 mmol) and N-[(4-methoxyphenyl)methylene]benzenamine (10 mmol): 67% yield: mp 57°-58° C. (MeOH) (lit.1 58°-60° C.); 1H NMR (300 MHz, CDCl3) δ 3.84 (s, 3H, OCH3), 6.89 (d, 1.9H, 2H, C(3 and 5)H), 7.30-7.38 (m, 3H(), 7.45-7.54 (m, 4H).